From a dataset of the Open Reaction Database (ORD), a public repository of structured organic reaction records. describe an organic reaction: reactants, conditions, products, and yield The reactants are [N+](=O)([O-])CC (Nitro ethane), FC(C1=CC=C(C=O)C=C1)(F)F (4-trifluoromethyl-benzaldehyde), C(C)(=O)[O-].[NH4+] (ammonium acetate), C(C)OC(C)=O (ethylacetate). Run in CCCCCC (hexane). Run at temperature 115 celsius. Yields the product [N+](=O)([O-])C(=CC1=CC=C(C=C1)C(F)(F)F)C (1-(2-Nitro-propenyl)-4-trifluoromethyl-benzene). Isolated yield 42.9%. RXN SMILES: [N+:1]([CH2:4][CH3:5])([O-:3])=[O:2].[F:6][C:7]([F:17])([F:16])[C:8]1[CH:15]=[CH:14][C:11]([CH:12]=O)=[CH:10][CH:9]=1.C([O-])(=O)C.[NH4+].C(OC(=O)C)C>CCCCCC>[N+:1]([C:4]([CH3:5])=[CH:12][C:11]1[CH:14]=[CH:15][C:8]([C:7]([F:17])([F:16])[F:6])=[CH:9][CH:10]=1)([O-:3])=[O:2] |f:2.3|. Procedure: Nitro ethane (30.94 mL, 430.73 mmol) was added to 4-trifluoromethyl-benzaldehyde (5 g, 28.71 mmol) and ammonium acetate (6.64 g, 86.15 mmol) and the resulting mixture was refluxed at 115° C. overnight. The reaction was monitored by TLC (10% ethylacetate in hexane). The reaction mass was cooled and partitioned between ethylacetate and water. The organic layer was washed with water, brine solution, dried over anhydrous sodium sulphate and concentrated. Purification by column chromatography on sili... Starting materials: COC1=C(C(=O)O)C=C(C=C1OC)S(N)(=O)=O (2,3-dimethoxy-5-sulphamoyl benzoic acid), S(=O)(Cl)Cl (thionyl chloride), S(=O)(Cl)Cl (thionyl chloride). The solvent is CCCCCC (hexane). Yields the product COC1=C(C(=O)Cl)C=C(C=C1OC)S(N)(=O)=O (2,3-dimethoxy-5-sulphamoyl benzoyl chloride). Yield: 94.7%. As a reaction SMILES: [CH3:1][O:2][C:3]1[C:11]([O:12][CH3:13])=[CH:10][C:9]([S:14](=[O:17])(=[O:16])[NH2:15])=[CH:8][C:4]=1[C:5](O)=[O:6].S(Cl)([Cl:20])=O>CCCCCC>[CH3:1][O:2][C:3]1[C:11]([O:12][CH3:13])=[CH:10][C:9]([S:14](=[O:17])(=[O:16])[NH2:15])=[CH:8][C:4]=1[C:5]([Cl:20])=[O:6]. Reported procedure: 419 g (1.6 mole) of 2,3-dimethoxy-5-sulphamoyl benzoic acid and 1,351 g (11.35 moles) of thionyl chloride are placed in a 2 liter flask fitted with an agitator, a thermometer and a condenser connected to a soda bubbler. The mixture is brought to reflux for 1 hour, after which the excess thionyl chloride is expelled under vacuum. The residue is dissolved in 1,000 ml of hexane, filtered, washed twice with 500 ml of petroleum ether and dried in a desiccator under vacuum. 424 g (yield 94.8%) of 2,3-... The reactants are Cl.NCCON (2-aminoethoxyamine hydrochloride), O[C@@H]1C[C@H]2CC[C@H]3[C@]4(CC[C@@H]([C@@]4(C)CC[C@@H]3[C@]2(CC1)C)CC=O)O (3β,14β-dihydroxy-5β-androstane-17β-ylacetaldehyde). The solvent is [OH-].[Na+] (NaOH), O1CCOCC1 (dioxane), O1CCOCC1 (dioxane). Yields the product NCCON=CC[C@@H]1[C@]2(C)[C@](CC1)([C@@H]1CC[C@@H]3C[C@H](CC[C@]3(C)[C@H]1CC2)O)O ((EZ)-17β-[2-(2-Aminoethoxyimino)ethyl]-5β-androstane-3β,14β-diol). Isolated yield 52.7%. RXN SMILES: Cl.[NH2:2][CH2:3][CH2:4][O:5][NH2:6].[OH:7][C@H:8]1[CH2:25][CH2:24][C@@:23]2([CH3:26])[C@H:10]([CH2:11][CH2:12][C@@H:13]3[C@@H:22]2[CH2:21][CH2:20][C@@:18]2([CH3:19])[C@:14]3([OH:30])[CH2:15][CH2:16][C@@H:17]2[CH2:27][CH:28]=O)[CH2:9]1>[OH-].[Na+].O1CCOCC1>[NH2:2][CH2:3][CH2:4][O:5][N:6]=[CH:28][CH2:27][C@H:17]1[CH2:16][CH2:15][C@:14]2([OH:30])[C@H:13]3[C@H:22]([CH2:21][CH2:20][C@:18]12[CH3:19])[C@:23]1([CH3:26])[C@@H:10]([CH2:9][C@@H:8]([OH:7])[CH2:25][CH2:24]1)[CH2:11][CH2:12]3 |f:0.1,3.4|. Reported procedure: To a solution of 0.47 g of 2-aminoethoxyamine hydrochloride in 16 ml of 1N NaOH and 20 ml of dioxane a solution of 0.89 g of 3β,14β-dihydroxy-5β-androstane-17β-ylacetaldehyde (Prepn. 2) in 15 ml of dioxane was added at room temperature. After 20 hrs the solution was extracted with ethyl acetate; the organic layer was dried over anhydrous sodium sulfate and evaporated to dryness. The crude product was purified by flash chromatography (SiO2) using chloroform with increasing amounts of methanol (6 ... The reactants are ClC=1C=CC(=C(/C=C/C(=O)OC)C1)NS(=O)(=O)C1=CC=CC=C1 (methyl trans-5-chloro-2-(phenylsulfonylamino)cinnamate), Br.BrCC(=O)C1=NC=CC(=C1)Cl (2-Bromoacetyl-4-chloropyridine hydrobromide). Yields the product COC(CC1=C(NC2=CC=C(C=C12)Cl)C(=O)C1=NC=CC(=C1)Cl)=O (Methyl[5-chloro-2-(4-chloropyridine-2-carbonyl)-1H-indol-3-yl]acetate). Reaction SMILES: [Cl:1][C:2]1[CH:3]=[CH:4][C:5]([NH:14]S(C2C=CC=CC=2)(=O)=O)=[C:6]([CH:13]=1)/[CH:7]=[CH:8]/[C:9]([O:11][CH3:12])=[O:10].Br.Br[CH2:26][C:27]([C:29]1[CH:34]=[C:33]([Cl:35])[CH:32]=[CH:31][N:30]=1)=[O:28]>>[CH3:12][O:11][C:9](=[O:10])[CH2:8][C:7]1[C:6]2[C:5](=[CH:4][CH:3]=[C:2]([Cl:1])[CH:13]=2)[NH:14][C:26]=1[C:27]([C:29]1[CH:34]=[C:33]([Cl:35])[CH:32]=[CH:31][N:30]=1)=[O:28] |f:1.2|. Procedure: The title compound was prepared according to the procedure described in Example 57 from methyl trans-5-chloro-2-(phenylsulfonylamino)cinnamate (Example 36, step 3) and 2-bromoacetyl-4-chloropyridine hydrobromide (Preparation is described in Example 33).